This data is from the Open Reaction Database (ORD), a public repository of structured organic reaction records. The task is: describe an organic reaction: reactants, conditions, products, and yield Starting materials: BrC1=NN(C2=CC=C(C=C12)[N+](=O)[O-])C(C1=CC=CC=C1)(C1=CC=CC=C1)C1=CC=CC=C1 (3-bromo-5-nitro-1-trityl-1H-indazole), FC1=C(C=C(C=C1)B(O)O)CO (4-fluoro-3-hydroxymethylphenylboronic acid), [O-]P(=O)([O-])[O-].[K+].[K+].[K+] (K3PO4). The reagents and catalysts are C1=CC=C(C=C1)P([C-]2C=CC=C2)C3=CC=CC=C3.C1=CC=C(C=C1)P([C-]2C=CC=C2)C3=CC=CC=C3.Cl[Pd]Cl.[Fe+2] (Pd(dppf)Cl2). The solvent is O1CCOCC1.O (dioxane H2O). Run at temperature 80 celsius. Product: FC1=C(C=C(C=C1)C1=NN(C2=CC=C(C=C12)[N+](=O)[O-])C(C1=CC=CC=C1)(C1=CC=CC=C1)C1=CC=CC=C1)CO (3-(4-fluoro-3-hydroxymethylphenyl)-5-nitro-1-trityl-1H-indazole). As a reaction SMILES: Br[C:2]1[C:10]2[C:5](=[CH:6][CH:7]=[C:8]([N+:11]([O-:13])=[O:12])[CH:9]=2)[N:4]([C:14]([C:27]2[CH:32]=[CH:31][CH:30]=[CH:29][CH:28]=2)([C:21]2[CH:26]=[CH:25][CH:24]=[CH:23][CH:22]=2)[C:15]2[CH:20]=[CH:19][CH:18]=[CH:17][CH:16]=2)[N:3]=1.[F:33][C:34]1[CH:39]=[CH:38][C:37](B(O)O)=[CH:36][C:35]=1[CH2:43][OH:44].[O-]P([O-])([O-])=O.[K+].[K+].[K+]>O1CCOCC1.O.C1C=CC(P(C2C=CC=CC=2)[C-]2C=CC=C2)=CC=1.C1C=CC(P(C2C=CC=CC=2)[C-]2C=CC=C2)=CC=1.Cl[Pd]Cl.[Fe+2]>[F:33][C:34]1[CH:39]=[CH:38][C:37]([C:2]2[C:10]3[C:5](=[CH:6][CH:7]=[C:8]([N+:11]([O-:13])=[O:12])[CH:9]=3)[N:4]([C:14]([C:27]3[CH:32]=[CH:31][CH:30]=[CH:29][CH:28]=3)([C:21]3[CH:26]=[CH:25][CH:24]=[CH:23][CH:22]=3)[C:15]3[CH:20]=[CH:19][CH:18]=[CH:17][CH:16]=3)[N:3]=2)=[CH:36][C:35]=1[CH2:43][OH:44] |f:2.3.4.5,6.7,8.9.10.11|. Procedure: A suspension of 3-bromo-5-nitro-1-trityl-1H-indazole 1 (6 g, 12.41 mmol), 4-fluoro-3-hydroxymethylphenylboronic acid 10AV (2 g, 12.87 mmol), Pd(dppf)Cl2 (800 mg, 0.98 mmol) and K3PO4 (6 g, 28.30 mmol) in 124 mL of dioxane/H2O (25:6) was heated to 80° C. for overnight. After removal of most of the solvent, the black residue was diluted with EtOAc (250 mL) and H2O (60 mL). The resulting mixture was filtered through a pad of Celite. Additional 150 mL of EtOAc was used to wash the Celite cake. The f... Starting materials: C(C)(=O)O[C@@H]1[C@]2(C)[C@@H](CC1)[C@@H]1[C@@H](CC=3C=C(C=CC3[C@H]1CC2)O)CCCCCOC(C)=O (17β-acetoxy-7α-(5-acetoxypentyl)-estra-1,3,5(10)-trien-3-ol), N1=CC=CC=C1 (pyridine), O1CCCC=C1 (3,4-dihydro-2H-pyran), C1(=CC=C(C=C1)S(=O)(=O)O)C (p-toluenesulfonic acid). Solvent: O1CCCC1 (tetrahydrofuran), C(C)OCC (diethyl ether). Product: C(C)(=O)O[C@@H]1[C@]2(C)[C@@H](CC1)[C@@H]1[C@@H](CC=3C=C(C=CC3[C@H]1CC2)OC2OCCCC2)CCCCCOC(C)=O (17β-acetoxy-7α-(5-acetoxypentyl)-3-(tetrahydropyran-2-yloxy)-estra-1,3,5(10)-triene). RXN SMILES: [C:1]([O:4][C@H:5]1[CH2:10][CH2:9][C@H:8]2[C@H:11]3[C@H:20]([CH2:21][CH2:22][C@:6]12[CH3:7])[C:19]1[CH:18]=[CH:17][C:16]([OH:23])=[CH:15][C:14]=1[CH2:13][C@H:12]3[CH2:24][CH2:25][CH2:26][CH2:27][CH2:28][O:29][C:30](=[O:32])[CH3:31])(=[O:3])[CH3:2].[O:33]1[CH:38]=[CH:37][CH2:36][CH2:35][CH2:34]1.C1(C)C=CC(S(O)(=O)=O)=CC=1.N1C=CC=CC=1>O1CCCC1.C(OCC)C>[C:1]([O:4][C@H:5]1[CH2:10][CH2:9][C@H:8]2[C@H:11]3[C@H:20]([CH2:21][CH2:22][C@:6]12[CH3:7])[C:19]1[CH:18]=[CH:17][C:16]([O:23][CH:34]2[CH2:35][CH2:36][CH2:37][CH2:38][O:33]2)=[CH:15][C:14]=1[CH2:13][C@H:12]3[CH2:24][CH2:25][CH2:26][CH2:27][CH2:28][O:29][C:30](=[O:32])[CH3:31])(=[O:3])[CH3:2]. Procedure: A solution of 21.3 g of 17β-acetoxy-7α-(5-acetoxypentyl)-estra-1,3,5(10)-trien-3-ol in 213 ml of tetrahydrofuran is allowed to stand with 21.3 ml of 3,4-dihydro-2H-pyran and 1.065 g of p-toluenesulfonic acid for 8 hours at room temperature. The reaction solution is mixed with 3 ml of pyridine, then diluted with diethyl ether, washed with water and dried. The residue that is obtained after the concentration by evaporation is chromatographed on silica gel, and 24.3 g of 17β-acetoxy-7α-(5-acetoxype... Starting materials: C=O (formaldehyde), CNC(=O)NC1=NOC(=C1)C(C)(C)COC (1-methyl-3-(5-(1-(methoxymethyl)-1-methylethyl)-1,2-oxazol-3-yl)urea), CN(C=O)C (dimethylformamide), solution, CN (methylamine). Solvent: O (water). Reaction conditions: time 30 minute. Product: CN1C(N(CN(C1)C)C1=NOC(=C1)C(C)(C)COC)=O (3,5-Dimethyl-1-(5-(1-(methoxymethyl)-1-methylethyl)-1,2-oxazol-3-yl)hexahydro-1,3,5-triazin-2-one). RXN SMILES: C=O.[CH3:3][NH:4][C:5]([NH:7][C:8]1[CH:12]=[C:11]([C:13]([CH2:16][O:17][CH3:18])([CH3:15])[CH3:14])[O:10][N:9]=1)=[O:6].CN.[CH3:21][N:22]([CH3:25])[CH:23]=O>O>[CH3:3][N:4]1[CH2:23][N:22]([CH3:25])[CH2:21][N:7]([C:8]2[CH:12]=[C:11]([C:13]([CH2:16][O:17][CH3:18])([CH3:14])[CH3:15])[O:10][N:9]=2)[C:5]1=[O:6]. Procedure details: 16 ml of a 36% aqueous formaldehyde solution was added dropwise to a stirred solution of 4.1 g of 2D in 75 ml of dimethylformamide. The temperature of the mixture rose from 22° C. to 27° C. The mixture was stirred for 30 minutes, then 8 ml of a 40% solution of methylamine in water was added, drop-by-drop. The temperature of the mixture rose from 27° C. to 36° C. The mixture was refluxed for 3 hours, then the solvent was evaporated under reduced pressure. The residue was mixed with cold water, an... Starting materials: C1CCOC1, CCCS(=O)(=O)Nc1ccc(F)c(C(=O)Nc2cnc3[nH]nc(-c4cccc(OCC5COC(C)(C)O5)c4)c3c2)c1F, CO, Cl. Product: CCCS(=O)(=O)Nc1ccc(F)c(C(=O)Nc2cnc3[nH]nc(-c4cccc(OCC(O)CO)c4)c3c2)c1F. As a reaction SMILES: [CH2:44]1[O:45][CH2:46][CH2:47][CH2:48]1.[CH3:2][C:3]1([CH3:43])[O:4][CH2:5][CH:6]([CH2:8][O:9][c:10]2[cH:11][c:12](-[c:16]3[n:17][nH:18][c:19]4[n:20][cH:21][c:22]([NH:25][C:26]([c:27]5[c:28]([F:41])[c:29]([NH:34][S:35](=[O:36])(=[O:37])[CH2:38][CH2:39][CH3:40])[cH:30][cH:31][c:32]5[F:33])=[O:42])[cH:23][c:24]34)[cH:13][cH:14][cH:15]2)[O:7]1.[CH3:49][OH:50].[ClH:1]>>[OH:4][CH2:5][CH:6]([OH:7])[CH2:8][O:9][c:10]1[cH:11][c:12](-[c:16]2[n:17][nH:18][c:19]3[n:20][cH:21][c:22]([NH:25][C:26]([c:27]4[c:28]([F:41])[c:29]([NH:34][S:35](=[O:36])(=[O:37])[CH2:38][CH2:39][CH3:40])[cH:30][cH:31][c:32]4[F:33])=[O:42])[cH:23][c:24]23)[cH:13][cH:14][cH:15]1. Reactants: C1OC2=C(C=CC=C2)O1 (1,2-methylenedioxybenzene), C1OC2=C(C=CC=C2)O1 (1,2-methylenedioxybenzene), CN(C1=CC=CC=C1)C=O (N-methylformanilide), ice water, C(=O)(Cl)Cl (phosgene), C1OC2=C(C=CC=C2)O1 (1,2-methylenedioxybenzene). Run at temperature 15 celsius, time 30 minute. Yields the product C1=CC2=C(C=C1C=O)OCO2 (piperonal). Yield: 64.0%. RXN SMILES: [CH2:1]1[O:9][C:4]2[CH:5]=[CH:6][CH:7]=[CH:8][C:3]=2[O:2]1.CN([CH:18]=[O:19])C1C=CC=CC=1.C(Cl)(Cl)=O>>[CH:6]1[C:7]([CH:18]=[O:19])=[CH:8][C:3]2[O:2][CH2:1][O:9][C:4]=2[CH:5]=1. Procedure details: Into a mixture of 97.6 g (0.80 mole) of 1,2-methylenedioxybenzene and 108 g (0.80 mole) of N-methylformanilide was introduced 87.1 g (0.88 mole) of phosgene at 50° C. over a 1-hour period. Then, the mixture was cooled to 15° C. On the other hand, 29.3 g (0.24 mole) of 1,2-methylenedioxybenzene was charged into another reactor and kept at 90° C. The above mixture was added to this reactor over a 5-hour period. After completion of the addition, the reaction mixture was kept at 90° C. for 30 minute... RXN SMILES: [CH2:31]1[O:32][CH2:33][CH2:34][CH2:35]1.[CH2:4]([CH2:5][CH:6]([CH3:7])[CH3:8])[O:9][c:10]1[cH:11][c:12]([C:13](=[O:14])[O:15][CH2:16][CH2:17][CH:18]([CH3:19])[CH3:20])[cH:21][c:22]([N+:24](=[O:25])[O-:26])[cH:23]1.[CH3:29][OH:30].[ClH:27].[Li+:2].[OH-:1].[OH2:28].[OH2:3]>>[CH2:4]([CH2:5][CH:6]([CH3:7])[CH3:8])[O:9][c:10]1[cH:11][c:12]([C:13](=[O:14])[OH:15])[cH:21][c:22]([N+:24](=[O:25])[O-:26])[cH:23]1. Reactants: C1CCOC1, CC(C)CCOC(=O)c1cc(OCCC(C)C)cc([N+](=O)[O-])c1, CO, Cl, [Li+], [OH-], O, O. Product: CC(C)CCOc1cc(C(=O)O)cc([N+](=O)[O-])c1. Starting materials: C(C1=CC=CC=C1)OC(CCN1C(C(C(C1=O)C(=O)OCC)=O)CC(=O)OCC)CCCCC (1-(3'-benzyloxy-n-octyl)-4-ethoxycarbonyl-2-(ethoxycarbonylmethyl)-pyrrolidin-3,5-dione), S(=O)(=O)([O-])[O-].[Mg+2] (magnesium sulphate). Run in CCOCC (ether). The product is C(C1=CC=CC=C1)OC(CCN1C(C(CC1=O)=O)CC(=O)OCC)CCCCC (1-(3'-benzyloxy-n-octyl)-2-(ethoxycarbonylmethyl)-pyrrolidin-3,5-dione). Yield: 95.0%. As a reaction SMILES: [CH2:1]([O:8][CH:9]([CH2:30][CH2:31][CH2:32][CH2:33][CH3:34])[CH2:10][CH2:11][N:12]1[C:16](=[O:17])[CH:15](C(OCC)=O)[C:14](=[O:23])[CH:13]1[CH2:24][C:25]([O:27][CH2:28][CH3:29])=[O:26])[C:2]1[CH:7]=[CH:6][CH:5]=[CH:4][CH:3]=1.S([O-])([O-])(=O)=O.[Mg+2]>CCOCC>[CH2:1]([O:8][CH:9]([CH2:30][CH2:31][CH2:32][CH2:33][CH3:34])[CH2:10][CH2:11][N:12]1[C:16](=[O:17])[CH2:15][C:14](=[O:23])[CH:13]1[CH2:24][C:25]([O:27][CH2:28][CH3:29])=[O:26])[C:2]1[CH:3]=[CH:4][CH:5]=[CH:6][CH:7]=1 |f:1.2|. Procedure: The solution of 1-(3'-benzyloxy-n-octyl)-4-ethoxycarbonyl-2-(ethoxycarbonylmethyl)-pyrrolidin-3,5-dione in ether (obtained as described above) was stirred overnight in the presence of magnesium sulphate. The mixture was filtered and the filtrate was evaporated in vacuo giving 1-(3'-benzyloxy-n-octyl)-2-(ethoxycarbonylmethyl)-pyrrolidin-3,5-dione [71 g., 95% overall yield for steps (b) and (c)] as a yellow oil.